This data is from the Open Reaction Database (ORD), a public repository of structured organic reaction records. The task is: describe an organic reaction: reactants, conditions, products, and yield Starting materials: C(=O)C=1SC=CC1C (2-Formyl-3-methylthiophene), CNCCNC (N,N′-dimethylethylenediamine). Solvent: C1(=CC=CC=C1)C (toluene). Conditions: temperature 120 celsius, time 8 hour. Product: CN1C(N(CC1)C)C=1SC=CC1C (1,3-dimethyl-2-(3-methylthiophen-2-yl)imidazolidine). Isolated yield 66.4%. As a reaction SMILES: [CH:1]([C:3]1[S:4][CH:5]=[CH:6][C:7]=1[CH3:8])=O.[CH3:9][NH:10][CH2:11][CH2:12][NH:13][CH3:14]>C1(C)C=CC=CC=1>[CH3:9][N:10]1[CH2:11][CH2:12][N:13]([CH3:14])[CH:1]1[C:3]1[S:4][CH:5]=[CH:6][C:7]=1[CH3:8]. Procedure details: 2-Formyl-3-methylthiophene (3.0 g, 23.8 mmol) and N,N′-dimethylethylenediamine (2.3 g, 26.2 mmol) were dissolved in toluene (80 ml), and the mixture was stirred at 120° C. overnight. The solvent was evaporated under reduced pressure, and the obtained residue was purified by silica gel column chromatography to give the title compound (3.1 g, 15.8 mmol). Reactants: Cl, Cl, Cl, O=C(O)c1cnc(N2CCOCC2)cn1, NC1CCC(CCN2CCN(c3nccc4c3CCO4)CC2)CC1. The product is O=C(NC1CCC(CCN2CCN(c3nccc4c3CCO4)CC2)CC1)c1cnc(N2CCOCC2)cn1. Reaction SMILES: [ClH:1].[ClH:2].[ClH:3].[O:28]1[CH2:29][CH2:30][N:31]([c:34]2[n:35][cH:36][c:37]([C:40](=[O:41])[OH:42])[n:38][cH:39]2)[CH2:32][CH2:33]1.[O:4]1[CH2:5][CH2:6][c:7]2[c:8]([N:13]3[CH2:14][CH2:15][N:16]([CH2:19][CH2:20][CH:21]4[CH2:22][CH2:23][CH:24]([NH2:27])[CH2:25][CH2:26]4)[CH2:17][CH2:18]3)[n:9][cH:10][cH:11][c:12]21>>[O:4]1[CH2:5][CH2:6][c:7]2[c:8]([N:13]3[CH2:14][CH2:15][N:16]([CH2:19][CH2:20][CH:21]4[CH2:22][CH2:23][CH:24]([NH:27][C:40]([c:37]5[cH:36][n:35][c:34]([N:31]6[CH2:30][CH2:29][O:28][CH2:33][CH2:32]6)[cH:39][n:38]5)=[O:41])[CH2:25][CH2:26]4)[CH2:17][CH2:18]3)[n:9][cH:10][cH:11][c:12]21. The reactants are CCOC(=O)NN, Cc1cc(Cl)nnc1-c1cccc(C#N)c1, CCCCO. The product is CCOC(=O)NNc1cc(C)c(-c2cccc(C#N)c2)nn1. Reaction SMILES: [C:17]([NH:18][NH2:19])(=[O:20])[O:21][CH2:22][CH3:23].[C:1](#[N:2])[c:3]1[cH:4][c:5](-[c:9]2[c:10]([CH3:16])[cH:11][c:12]([Cl:15])[n:13][n:14]2)[cH:6][cH:7][cH:8]1.[CH2:24]([OH:25])[CH2:26][CH2:27][CH3:28]>>[C:1](#[N:2])[c:3]1[cH:4][c:5](-[c:9]2[c:10]([CH3:16])[cH:11][c:12]([NH:19][NH:18][C:17](=[O:20])[O:21][CH2:22][CH3:23])[n:13][n:14]2)[cH:6][cH:7][cH:8]1. Reactants: [Br-], CCc1cccc(C=O)c1NC(=O)CC1c2ccccc2Oc2ccccc21, [Mg+]CCc1ccccc1. The product is CCc1cccc(C(O)CCc2ccccc2)c1NC(=O)CC1c2ccccc2Oc2ccccc21. Reaction SMILES: [Br-:29].[CH2:1]([CH3:2])[c:3]1[c:4]([NH:11][C:12]([CH2:13][CH:14]2[c:15]3[cH:16][cH:17][cH:18][cH:19][c:20]3[O:21][c:22]3[cH:23][cH:24][cH:25][cH:26][c:27]32)=[O:28])[c:5]([CH:9]=[O:10])[cH:6][cH:7][cH:8]1.[CH2:30]([CH2:31][c:32]1[cH:33][cH:34][cH:35][cH:36][cH:37]1)[Mg+:38]>>[CH2:1]([CH3:2])[c:3]1[c:4]([NH:11][C:12]([CH2:13][CH:14]2[c:15]3[cH:16][cH:17][cH:18][cH:19][c:20]3[O:21][c:22]3[cH:23][cH:24][cH:25][cH:26][c:27]32)=[O:28])[c:5]([CH:9]([OH:10])[CH2:30][CH2:31][c:32]2[cH:33][cH:34][cH:35][cH:36][cH:37]2)[cH:6][cH:7][cH:8]1. Reactants: BrC1=NN(C(C2=CC(=CC=C12)CO)=O)C(C)C (4-Bromo-7-hydroxymethyl-2-isopropyl-2H-phthalazin-1-one), C[Si](C)(C)Br (trimethylsilyl bromide), [Li+].[Br-] (LiBr). The solvent is C(C)#N (acetonitrile), C(C)#N (acetonitrile). Run at temperature 80 celsius. Yields the product BrC1=NN(C(C2=CC(=CC=C12)CBr)=O)C(C)C (4-Bromo-7-bromomethyl-2-isopropyl-2H-phthalazin-1-one). Isolated yield 44.4%. RXN SMILES: [Br:1][C:2]1[C:11]2[C:6](=[CH:7][C:8]([CH2:12]O)=[CH:9][CH:10]=2)[C:5](=[O:14])[N:4]([CH:15]([CH3:17])[CH3:16])[N:3]=1.C[Si]([Br:22])(C)C.[Li+].[Br-]>C(#N)C>[Br:1][C:2]1[C:11]2[C:6](=[CH:7][C:8]([CH2:12][Br:22])=[CH:9][CH:10]=2)[C:5](=[O:14])[N:4]([CH:15]([CH3:17])[CH3:16])[N:3]=1 |f:2.3|. Procedure details: A solution of 4-Bromo-7-hydroxymethyl-2-isopropyl-2H-phthalazin-1-one (0.74 g, 2.5 mmol) in acetonitrile (5 ml) was added dropwise to a stirred suspension of trimethylsilyl bromide (TMSBr) (0.9 g, 6.3 mmol) and LiBr (0.41 g, 5 mmol) in acetonitrile (15 ml). The reaction mixture was heated to 80° C. for 24 hours, after which time the reaction mixture was cooled to room temperature and the solvent removed under vacuum. The resulting residue was purified by flash column chromatography (elution: 85%... Starting materials: NC=1C=CC(=C(OC=2N=C(C(=NC2C(C)(C)O)C(=O)N)NC=2C=NN(C2)CCO)C1)F (5-(5-amino-2-fluorophenoxy)-3-{[1-(2-hydroxyethyl)-1H-pyrazol-4-yl]amino}-6-(2-hydroxypropan-2-yl)pyrazine-2-carboxamide), C(C)(C)N(CC)C(C)C (diisopropylethylamine). Run in CN1C(CCC1)=O (N-methylpyrrolidone). Yields the product NC=1C=CC(=C(OC=2N=C(C(=NC2C(=C)C)C(=O)N)NC=2C=NN(C2)CCO)C1)F (5-(5-amino-2-fluorophenoxy)-3-{[1-(2-hydroxyethyl)-1H-pyrazol-4-yl]amino}-6-(prop-1-en-2-yl)pyrazine-2-carboxamide). Yield: 82.7%. RXN SMILES: [NH2:1][C:2]1[CH:3]=[CH:4][C:5]([F:31])=[C:6]([CH:30]=1)[O:7][C:8]1[N:9]=[C:10]([NH:21][C:22]2[CH:23]=[N:24][N:25]([CH2:27][CH2:28][OH:29])[CH:26]=2)[C:11]([C:18]([NH2:20])=[O:19])=[N:12][C:13]=1[C:14](O)([CH3:16])[CH3:15].C(N(C(C)C)CC)(C)C>CN1CCCC1=O>[NH2:1][C:2]1[CH:3]=[CH:4][C:5]([F:31])=[C:6]([CH:30]=1)[O:7][C:8]1[N:9]=[C:10]([NH:21][C:22]2[CH:23]=[N:24][N:25]([CH2:27][CH2:28][OH:29])[CH:26]=2)[C:11]([C:18]([NH2:20])=[O:19])=[N:12][C:13]=1[C:14]([CH3:16])=[CH2:15]. Procedure: A mixture of 5-(5-amino-2-fluorophenoxy)-3-{[1-(2-hydroxyethyl)-1H-pyrazol-4-yl]amino}-6-(2-hydroxypropan-2-yl)pyrazine-2-carboxamide (515 mg), diisopropylethylamine (409 μL), and N-methylpyrrolidone (3 mL) was reacted in a microwave reaction device at 200° C. for 4 hours. The mixture was purified by silica gel column chromatography (eluent; chloroform:methanol=98:2-90:10) to obtain 5-(5-amino-2-fluorophenoxy)-3-{[1-(2-hydroxyethyl)-1H-pyrazol-4-yl]amino}-6-(prop-1-en-2-yl)pyrazine-2-carboxamide... Reactants: COC1=CC=C(C=C1)N1CCNCC1 (1-(4-methoxyphenyl)piperazine), C1(=C(C=CC=C1)CN1CCN(CC1)C1=CC=CC=C1)C1=CC=CC=C1 (1-(biphenyl-2-ylmethyl)-4-phenylpiperazine), C1(=CC(=CC=C1)C=O)C1=CC=CC=C1 (biphenyl-3-carbaldehyde), [BH-](OC(=O)C)(OC(=O)C)OC(=O)C.[Na+] (NaBH(OAc)3). The product is C1(=CC(=CC=C1)CN1CCN(CC1)C1=CC=C(C=C1)OC)C1=CC=CC=C1 (1-(biphenyl-3-ylmethyl)-4-(4-methoxyphenyl)piperazine). Reaction SMILES: [CH3:1][O:2][C:3]1[CH:8]=[CH:7][C:6]([N:9]2[CH2:14][CH2:13][NH:12][CH2:11][CH2:10]2)=[CH:5][CH:4]=1.[C:15]1([C:23]2[CH:28]=[CH:27][CH:26]=[CH:25][CH:24]=2)[CH:20]=[CH:19][CH:18]=[C:17]([CH:21]=O)[CH:16]=1.[BH-](OC(C)=O)(OC(C)=O)OC(C)=O.[Na+].C1(C2C=CC=CC=2)C=CC=CC=1CN1CCN(C2C=CC=CC=2)CC1>>[C:15]1([C:23]2[CH:24]=[CH:25][CH:26]=[CH:27][CH:28]=2)[CH:20]=[CH:19][CH:18]=[C:17]([CH2:21][N:12]2[CH2:13][CH2:14][N:9]([C:6]3[CH:5]=[CH:4][C:3]([O:2][CH3:1])=[CH:8][CH:7]=3)[CH2:10][CH2:11]2)[CH:16]=1 |f:2.3|. Reported procedure: 128.2 mg of the target compound (0.36 mmol, 65.0%) was obtained using 1-(4-methoxyphenyl)piperazine (212 mg, 1.10 mmol), biphenyl-3-carbaldehyde (100 mg, 0.55 mmol) and NaBH(OAc)3 (355 mg, 1.65 mmol) according to the synthesis method of Compound 1.